Dataset: the Open Reaction Database (ORD), a public repository of structured organic reaction records. Task: describe an organic reaction: reactants, conditions, products, and yield Starting materials: C(C)(C)(C)C1CCC(CC1)NCC1=CC=C(C=C1)C(CC=1N=NNN1)O (1-{4-[(4-tert-butylcyclohexylamino)methyl]phenyl}-2-(2H-tetrazol-5-yl)ethanol), FC(C=1C=C(C=C(C1)C(F)(F)F)N=C=O)(F)F (3,5-bis(trifluoromethyl)phenylisocyanate). The solvent is C/C(=N\[Si](C)(C)C)/O[Si](C)(C)C (N,O-bis(trimethylsilyl)acetamide). Run at time 1 hour. The product is FC(C=1C=C(C=C(C1)C(F)(F)F)NC(N(CC1=CC=C(C=C1)C(CC=1N=NNN1)O)C1CCC(CC1)C(C)(C)C)=O)(F)F (3-(3,5-bis(Trifluoromethyl)phenyl)-1-(4-tert-butylcyclohexyl)-1-{4-[1-hydroxy-2-(2H-tetrazol-5-yl)ethyl]benzyl}urea). RXN SMILES: [C:1]([CH:5]1[CH2:10][CH2:9][CH:8]([NH:11][CH2:12][C:13]2[CH:18]=[CH:17][C:16]([CH:19]([OH:26])[CH2:20][C:21]3[N:22]=[N:23][NH:24][N:25]=3)=[CH:15][CH:14]=2)[CH2:7][CH2:6]1)([CH3:4])([CH3:3])[CH3:2].[F:27][C:28]([F:43])([F:42])[C:29]1[CH:30]=[C:31]([N:39]=[C:40]=[O:41])[CH:32]=[C:33]([C:35]([F:38])([F:37])[F:36])[CH:34]=1>C/C(/O[Si](C)(C)C)=N\[Si](C)(C)C>[F:27][C:28]([F:42])([F:43])[C:29]1[CH:30]=[C:31]([NH:39][C:40](=[O:41])[N:11]([CH:8]2[CH2:7][CH2:6][CH:5]([C:1]([CH3:4])([CH3:2])[CH3:3])[CH2:10][CH2:9]2)[CH2:12][C:13]2[CH:18]=[CH:17][C:16]([CH:19]([OH:26])[CH2:20][C:21]3[N:22]=[N:23][NH:24][N:25]=3)=[CH:15][CH:14]=2)[CH:32]=[C:33]([C:35]([F:38])([F:36])[F:37])[CH:34]=1. Procedure: Resin bound 1-{4-[(4-tert-butylcyclohexylamino)methyl]phenyl}-2-(2H-tetrazol-5-yl)ethanol (50 mg) was suspended in DCP (500 μl) and N,O-bis(trimethylsilyl)acetamide (100 μl) was added. The mixture was shaken at room temperature for 1 hour, then a solution of 3,5-bis(trifluoromethyl)phenylisocyanate (48 mg, 0.19 mmol) in DCP (500 μl) was added. The resin mixture was shaken overnight at room temperature, then drained and washed with DCM (3×2 ml); DMF (3×2 ml); water (2×2 ml, each 20 min washes), T... Reactants: CC(=O)Oc1ccc(C(=O)c2ccc(CBr)cc2)cc1, Cc1cccc2nc(S)n(C)c(=O)c12, CO, [Na+], [OH-]. The product is CC(=O)Oc1ccc(C(=O)c2ccc(CSc3nc4cccc(C)c4c(=O)n3C)cc2)cc1. Reaction SMILES: [C:15]([CH3:16])(=[O:17])[O:18][c:19]1[cH:20][cH:21][c:22]([C:23](=[O:24])[c:25]2[cH:26][cH:27][c:28]([CH2:29][Br:30])[cH:31][cH:32]2)[cH:33][cH:34]1.[CH3:1][n:2]1[c:3]([SH:14])[n:4][c:5]2[cH:6][cH:7][cH:8][c:9]([CH3:13])[c:10]2[c:11]1=[O:12].[CH3:37][OH:38].[Na+:36].[OH-:35]>>[CH3:1][n:2]1[c:3]([S:14][CH2:29][c:28]2[cH:27][cH:26][c:25]([C:23]([c:22]3[cH:21][cH:20][c:19]([O:18][C:15]([CH3:16])=[O:17])[cH:34][cH:33]3)=[O:24])[cH:32][cH:31]2)[n:4][c:5]2[cH:6][cH:7][cH:8][c:9]([CH3:13])[c:10]2[c:11]1=[O:12]. The reactants are C1(=CC=CC=C1)C1(CCC(NC1)=O)C1=CC=CC=C1 (5,5-diphenyl 2-piperidinone), [OH-].[K+] (potassium hydroxide), CN(CCCCl)C (3-(dimethylamino)propyl chloride). The solvent is CS(=O)C (dimethyl sulfoxide). Conditions: time 8 hour. Product: Cl.CN(CCCN1C(CCC(C1)(C1=CC=CC=C1)C1=CC=CC=C1)=O)C (1-[3-(Dimethylamino)propyl]-5,5-diphenyl-2-piperidinone hydrochloride), hydrochloride salt. Reaction SMILES: [C:1]1([C:7]2([C:14]3[CH:19]=[CH:18][CH:17]=[CH:16][CH:15]=3)[CH2:12][NH:11][C:10](=[O:13])[CH2:9][CH2:8]2)[CH:6]=[CH:5][CH:4]=[CH:3][CH:2]=1.[OH-].[K+].[CH3:22][N:23]([CH3:28])[CH2:24][CH2:25][CH2:26][Cl:27]>CS(C)=O>[ClH:27].[CH3:22][N:23]([CH3:28])[CH2:24][CH2:25][CH2:26][N:11]1[CH2:12][C:7]([C:14]2[CH:19]=[CH:18][CH:17]=[CH:16][CH:15]=2)([C:1]2[CH:2]=[CH:3][CH:4]=[CH:5][CH:6]=2)[CH2:8][CH2:9][C:10]1=[O:13] |f:1.2,5.6|. Procedure: To a vigorously stirred mixture of 5,5-diphenyl 2-piperidinone (5.0 g) and 45% potassium hydroxide (15 ml) in dimethyl sulfoxide (50 ml) was added in one portion 3-(dimethylamino)propyl chloride (5.5g) at room temperature. The reaction was stirred overnight, then it was partitioned between water and ethyl acetate. The organic layer was separated, washed with water and dried. Evaporation of the solvents afforded a syrup which was chromatographed over ammonia-washed silica gel and the resultant ti... Starting materials: C(=O)(O)C(CCCCCCC(=O)OCC)CCCC(CCCCC)OC(C)=O (ethyl 8-carboxy-12-acetoxyheptadecanoate), S(=O)(Cl)Cl (thionyl chloride). The solvent is C1=CC=CC=C1 (benzene). Product: ClC(=O)C(CCCCCCC(=O)OCC)CCCC(CCCCC)OC(C)=O (Ethyl 8-Chlorocarbonyl-12-acetoxyheptadecanoate). As a reaction SMILES: [C:1]([CH:4]([CH2:16][CH2:17][CH2:18][CH:19]([O:25][C:26](=[O:28])[CH3:27])[CH2:20][CH2:21][CH2:22][CH2:23][CH3:24])[CH2:5][CH2:6][CH2:7][CH2:8][CH2:9][CH2:10][C:11]([O:13][CH2:14][CH3:15])=[O:12])(O)=[O:2].S(Cl)([Cl:31])=O>C1C=CC=CC=1>[Cl:31][C:1]([CH:4]([CH2:16][CH2:17][CH2:18][CH:19]([O:25][C:26](=[O:28])[CH3:27])[CH2:20][CH2:21][CH2:22][CH2:23][CH3:24])[CH2:5][CH2:6][CH2:7][CH2:8][CH2:9][CH2:10][C:11]([O:13][CH2:14][CH3:15])=[O:12])=[O:2]. Procedure: A solution of ethyl 8-carboxy-12-acetoxyheptadecanoate (12.0 g., 0.03 mole) and thionyl chloride (7.2 g., 0.06 mole) in benzene (50 ml.) is refluxed for 2.5 hours. Volatile materials are removed by using a rotary evaporator in vacuo. The residual product, ethyl 8-chlorocarbonyl-12-acetoxyheptadecanoate, is a viscous liquid weighing 12.5 g. (100%), ir (neat) 1790 cm-1 (acid chloride C=O), 1730 cm-1 (ester C=O). This material is used directly in the next step. Starting materials: ClC1=CC=C(C=C1)CC(=O)O (4-chlorophenylacetic acid), BrBr (bromine), S(=O)(Cl)Cl (thionyl chloride), carboxylic acid. The product is ClC1=CC=C(C=C1)CC(=O)Cl (4-chlorophenylacetyl chloride). RXN SMILES: [Cl:1][C:2]1[CH:7]=[CH:6][C:5]([CH2:8][C:9]([OH:11])=O)=[CH:4][CH:3]=1.S(Cl)([Cl:14])=O.BrBr>>[Cl:1][C:2]1[CH:7]=[CH:6][C:5]([CH2:8][C:9]([Cl:14])=[O:11])=[CH:4][CH:3]=1. Procedure: For example, 4-chlorophenylacetic acid 1, can be treated with thionyl chloride to activate the carboxylic acid. This can then be treated with bromine to form 4-chlorophenylacetyl chloride. The esterification is conveniently carried out with (S)—N,N-tetramethylenelactamide 2. This reaction sequence is particularly advantageous as the reactions are conveniently carried out in one reaction vessel with only one isolation step. The displacement reaction of ester 3 with 3-trifluoromethylphenol 4 in th... The reactants are COCC(C)Oc1cc(O[Si](C(C)C)(C(C)C)C(C)C)cc(-c2ccc(C3=NC(C)C(C)O3)[nH]2)c1, CCCC[N+](CCCC)(CCCC)CCCC, [Cl-], [F-], [NH4+], C1CCOC1. Product: COCC(C)Oc1cc(O)cc(-c2ccc(C3=NC(C)C(C)O3)[nH]2)c1. As a reaction SMILES: [CH3:1][O:2][CH2:3][CH:4]([CH3:5])[O:6][c:7]1[cH:8][c:9](-[c:24]2[cH:25][cH:26][c:27]([C:29]3=[N:33][CH:32]([CH3:34])[CH:31]([CH3:35])[O:30]3)[nH:28]2)[cH:10][c:11]([O:13][Si:14]([CH:15]([CH3:16])[CH3:17])([CH:18]([CH3:19])[CH3:20])[CH:21]([CH3:22])[CH3:23])[cH:12]1.[CH3:37][CH2:38][CH2:39][CH2:40][N+:41]([CH2:42][CH2:43][CH2:44][CH3:45])([CH2:46][CH2:47][CH2:48][CH3:49])[CH2:50][CH2:51][CH2:52][CH3:53].[Cl-:54].[F-:36].[NH4+:55].[O:56]1[CH2:57][CH2:58][CH2:59][CH2:60]1>>[CH3:1][O:2][CH2:3][CH:4]([CH3:5])[O:6][c:7]1[cH:8][c:9](-[c:24]2[cH:25][cH:26][c:27]([C:29]3=[N:33][CH:32]([CH3:34])[CH:31]([CH3:35])[O:30]3)[nH:28]2)[cH:10][c:11]([OH:13])[cH:12]1. Starting materials: IC=1C=C(C=C(C1N)[N+](=O)[O-])C1=C(C=CC=C1)C(F)(F)F (3-Iodo-5-nitro-2′-trifluoromethyl-biphenyl-4-ylamine), C(C#C)O (Propargyl alcohol), C1CCOC1 (THF), TEA. Reagents/catalysts: [Cu]I (CuI), Cl[Pd]([P](C1=CC=CC=C1)(C2=CC=CC=C2)C3=CC=CC=C3)([P](C4=CC=CC=C4)(C5=CC=CC=C5)C6=CC=CC=C6)Cl ((Ph3P)2PdCl2). Solvent: CCOC(=O)C (EtOAc). Reaction conditions: time 16 hour. Product: NC1=C(C=C(C=C1[N+](=O)[O-])C1=C(C=CC=C1)C(F)(F)F)C#CCO (3-(4-Amino-5-nitro-2′-trifluoromethyl-biphenyl-3-yl)-prop-2-yn-1-ol). Yield: 73.0%. Reaction SMILES: I[C:2]1[CH:3]=[C:4]([C:12]2[CH:17]=[CH:16][CH:15]=[CH:14][C:13]=2[C:18]([F:21])([F:20])[F:19])[CH:5]=[C:6]([N+:9]([O-:11])=[O:10])[C:7]=1[NH2:8].[CH2:22]1C[O:25][CH2:24][CH2:23]1.C(O)C#C>CCOC(C)=O.Cl[Pd](Cl)([P](C1C=CC=CC=1)(C1C=CC=CC=1)C1C=CC=CC=1)[P](C1C=CC=CC=1)(C1C=CC=CC=1)C1C=CC=CC=1.[Cu]I>[NH2:8][C:7]1[C:6]([N+:9]([O-:11])=[O:10])=[CH:5][C:4]([C:12]2[CH:17]=[CH:16][CH:15]=[CH:14][C:13]=2[C:18]([F:21])([F:20])[F:19])=[CH:3][C:2]=1[C:22]#[C:23][CH2:24][OH:25] |^1:39,58|. Procedure: 3-Iodo-5-nitro-2′-trifluoromethyl-biphenyl-4-ylamine (466 mg, 1.14 mmol, as prepared in Example 9, step A), (Ph3P)2PdCl2 (0.05 eq., 40.1 mg, 0.057 mmol), and CuI (0.05 eq., 10.2 mg, 0.054 mmol) were placed in a 40 mL vial equipped with a magnetic stir bar. The vial was evacuated and backflushed with Ar, and anhydrous THF (6 mL) and TEA (4.0 eq., 0.64 mL, 4.56 mmol) were added via syringe. Propargyl alcohol (4 eq., 0.270 mL, 4.56 mmol) was added via syringe, and the reaction was stirred at RT for...